Dataset: the Open Reaction Database (ORD), a public repository of structured organic reaction records. Task: describe an organic reaction: reactants, conditions, products, and yield Starting materials: COCCNC1=C(C=CC=C1)[N+](=O)[O-] (N-(2-rnethoxyethyl)-2-nitroaniline). Reagents/catalysts: [Zn] (Zinc). Solvent: CO (methanol), C(C)(=O)O (acetic acid). Reaction conditions: time 8 hour. The product is COCCNC=1C(=CC=CC1)N (N1-(2-methoxyethyl)benzene-1,2-diamine). The yield is 72.0%. RXN SMILES: [CH3:1][O:2][CH2:3][CH2:4][NH:5][C:6]1[CH:11]=[CH:10][CH:9]=[CH:8][C:7]=1[N+:12]([O-])=O>CO.C(O)(=O)C.[Zn]>[CH3:1][O:2][CH2:3][CH2:4][NH:5][C:6]1[C:7]([NH2:12])=[CH:8][CH:9]=[CH:10][CH:11]=1. Reported procedure: The residue 109A was dissolved in methanol (60 mL) and acetic acid (4 mL). Zinc metal (3.24 g, 49.6 mmol) was added and the mixture was stirred overnight at room temperature. The reaction was decanted off from unreacted zinc metal. The solvent was removed under vacuum and resuspended in ethyl acetate (30 mL). The precipitate was removed by filtration on a Buchner funnel with Celite. Solvent was removed from the filtrate and the residue was purified by column chromatography (2% MeOH/DCM) to give ... The reactants are FC1=CC=C(N)C=C1 (4-Fluoroaniline), BrC1=CC(=C(C(=O)OC)C=C1)CC(CCCCC(=O)OC)=O (methyl 4-bromo-2-(7-methoxy-2,7-dioxoheptyl)benzoate). Solvent: C(C)(=O)O (acetic acid). Conditions: temperature 100 celsius, time 90 minute. Product: BrC=1C=C2C=C(N(C(C2=CC1)=O)C1=CC=C(C=C1)F)CCCCC(=O)OC (methyl 5-(6-bromo-2-(4-fluorophenyl)-1-oxo-1,2-dihydroisoquinolin-3-yl)pentanoate). Isolated yield 50.5%. As a reaction SMILES: [F:1][C:2]1[CH:8]=[CH:7][C:5]([NH2:6])=[CH:4][CH:3]=1.[Br:9][C:10]1[CH:19]=[CH:18][C:13]([C:14](OC)=[O:15])=[C:12]([CH2:20][C:21](=O)[CH2:22][CH2:23][CH2:24][CH2:25][C:26]([O:28][CH3:29])=[O:27])[CH:11]=1>C(O)(=O)C>[Br:9][C:10]1[CH:11]=[C:12]2[C:13](=[CH:18][CH:19]=1)[C:14](=[O:15])[N:6]([C:5]1[CH:7]=[CH:8][C:2]([F:1])=[CH:3][CH:4]=1)[C:21]([CH2:22][CH2:23][CH2:24][CH2:25][C:26]([O:28][CH3:29])=[O:27])=[CH:20]2. Procedure details: 4-Fluoroaniline (98 mg, 0.884 mmol, 1.0 equiv.) was added to a stirred mixture of methyl 4-bromo-2-(7-methoxy-2,7-dioxoheptyl)benzoate (328 mg, 0.884 mmol) in acetic acid (1 mL) and the mixture was stirred at 100° C. for 90 min. After cooling to room temperature, the excess solvent was concentrated, diluted with water and extracted with EtOAc (2×5 mL). The organic layer was dried over Na2SO4, filtered and evaporated to dryness. The residue was purified by column chromatography on silica gel elut... Starting materials: FC=1C=C(OC=2C=NC=CC2)C=CC1 (3-(3-fluorophenoxy)pyridine), C(C)(=O)OO (peracetic acid). Solvent: C(C)(=O)O (acetic acid), C(C)(=O)O (acetic acid). Yields the product FC=1C=C(OC=2C=[N+](C=CC2)[O-])C=CC1 (3-(3-fluorophenoxy)pyridine 1-oxide). RXN SMILES: [F:1][C:2]1[CH:3]=[C:4]([CH:12]=[CH:13][CH:14]=1)[O:5][C:6]1[CH:7]=[N:8][CH:9]=[CH:10][CH:11]=1.C(OO)(=[O:17])C>C(O)(=O)C>[F:1][C:2]1[CH:3]=[C:4]([CH:12]=[CH:13][CH:14]=1)[O:5][C:6]1[CH:7]=[N+:8]([O-:17])[CH:9]=[CH:10][CH:11]=1. Procedure: A solution of 32 g of 3-(3-fluorophenoxy)pyridine [Fr. Pat. No. 1,472,619 (1967)] in 50 ml of glacial acetic acid is treated with 35 g of 40% peracetic acid in acetic acid and the mixture is refluxed 16 hours. The mixture is concentrated at reduced pressure and the oil is dissolved in 250 ml of dichloromethane. The dichloromethane solution is washed with excess 10% sodium hydroxide solution. The solution is dried and concentrated to dryness to yield 3-(3-fluorophenoxy)pyridine 1-oxide, m.p. 63°-... The reactants are C1CCOC1, COC(=O)C1C(O)CCN1C(=O)OC(C)(C)C, CCOC(C)=O, CCCCCC, CCOC(=O)N=NC(=O)OCC, O=C(O)c1ccccc1, c1ccc(P(c2ccccc2)c2ccccc2)cc1. The product is COC(=O)C1C(OC(=O)c2ccccc2)CCN1C(=O)OC(C)(C)C. As a reaction SMILES: [CH2:58]1[O:59][CH2:60][CH2:61][CH2:62]1.[CH3:1][O:2][C:3](=[O:4])[CH:5]1[N:6]([C:11](=[O:12])[O:13][C:14]([CH3:15])([CH3:16])[CH3:17])[CH2:7][CH2:8][CH:9]1[OH:10].[CH3:63][CH2:64][O:65][C:66]([CH3:67])=[O:68].[CH3:69][CH2:70][CH2:71][CH2:72][CH2:73][CH3:74].[O:46]=[C:47]([O:48][CH2:49][CH3:50])[N:51]=[N:52][C:53]([O:54][CH2:55][CH3:56])=[O:57].[OH:37][C:38](=[O:39])[c:40]1[cH:41][cH:42][cH:43][cH:44][cH:45]1.[c:18]1([P:19]([c:20]2[cH:21][cH:22][cH:23][cH:24][cH:25]2)[c:26]2[cH:27][cH:28][cH:29][cH:30][cH:31]2)[cH:32][cH:33][cH:34][cH:35][cH:36]1>>[CH3:1][O:2][C:3](=[O:4])[CH:5]1[N:6]([C:11](=[O:12])[O:13][C:14]([CH3:15])([CH3:16])[CH3:17])[CH2:7][CH2:8][CH:9]1[O:10][C:38](=[O:37])[c:40]1[cH:41][cH:42][cH:43][cH:44][cH:45]1. The reactants are CC(CCC)=O (2-Pentanone), OCC(O)CO (glycerol). Reagents/catalysts: [Pd] (Pd/C). Conditions: temperature 200 celsius, time 4 hour. Yields the product CC(CCC)=O.OCC(O)CO (2-Pentanone Glycerol). Reaction SMILES: [CH3:1][C:2](=[O:6])[CH2:3][CH2:4][CH3:5].[OH:7][CH2:8][CH:9]([CH2:11][OH:12])[OH:10]>[Pd]>[CH3:1][C:2](=[O:6])[CH2:3][CH2:4][CH3:5].[OH:7][CH2:8][CH:9]([CH2:11][OH:12])[OH:10] |f:3.4|. Reported procedure: 2-Pentanone (8.61 g, 10.6 ml, 0.1 mol), glycerol (92.09 g, 73.7 ml, 1 mol), and 10% Pd/C (5 wt %, 0.43 g) are charged to a Parr reactor, purged with nitrogen, heated to 200° C. with stirring and run at 1000 psi of hydrogen for 4 hrs. GC analysis reveals 92% conversion of 2-pentanone and shows selectivity to 3-sec-pentoxy-1,2-propanediol and 2-sec-pentoxy-1,3-propanediol (76.2%, isomer ratio 32.1), 1,3-di-sec-pentoxy-2-propanol (6.1%), 2-pentanol (6.9%), 4-hydroxymethyl-2-methyl-2-propyl-1,3-diox... Starting materials: N1=CC=CC=C1 (pyridine), FC(C1=CC=C(C=C1)NC(=O)N1N=C(C(C1)NCCC)C1=CC=C(C=C1)OCCC)(F)F (N-(4-trifluoromethylphenyl)-3-(4-propoxyphenyl)-4-(N-propylamino)-4,5,-dihydro-1H-pyrazole-1-carboxamide), ClC(=O)OC (methyl chloroformate). Run in C(C)(=O)OCC (ethyl acetate), C(C)(=O)OCC (ethyl acetate). Run at temperature -5 celsius, time 30 minute. The product is FC(C1=CC=C(C=C1)NC(=O)N1N=C(C(C1)N(CCC)C(=O)OC)C1=CC=C(C=C1)OCCC)(F)F (N-(4-trifluoromethylphenyl)-3-(4-propoxyphenyl)-4-(N-methoxycarbonyl-N-propylamino)-4,5,-dihydro-1H-pyrazole-1-carboxamide). Isolated yield 41.9%. RXN SMILES: [F:1][C:2]([F:32])([F:31])[C:3]1[CH:8]=[CH:7][C:6]([NH:9][C:10]([N:12]2[CH2:16][CH:15]([NH:17][CH2:18][CH2:19][CH3:20])[C:14]([C:21]3[CH:26]=[CH:25][C:24]([O:27][CH2:28][CH2:29][CH3:30])=[CH:23][CH:22]=3)=[N:13]2)=[O:11])=[CH:5][CH:4]=1.N1C=CC=CC=1.Cl[C:40]([O:42][CH3:43])=[O:41]>C(OCC)(=O)C>[F:32][C:2]([F:1])([F:31])[C:3]1[CH:8]=[CH:7][C:6]([NH:9][C:10]([N:12]2[CH2:16][CH:15]([N:17]([C:40]([O:42][CH3:43])=[O:41])[CH2:18][CH2:19][CH3:20])[C:14]([C:21]3[CH:22]=[CH:23][C:24]([O:27][CH2:28][CH2:29][CH3:30])=[CH:25][CH:26]=3)=[N:13]2)=[O:11])=[CH:5][CH:4]=1. Reported procedure: To 1.5 g (3.3 mmole) of N-(4-trifluoromethylphenyl)-3-(4-propoxyphenyl)-4-(N-propylamino)-4,5,-dihydro-1H-pyrazole-1-carboxamide Example (586) dissolved in 25 ml of ethyl acetate and cooled to -5° C., was added 1.2 g (15 mmole) of pyridine and, finally, 1.3 g (13 mmole) of methyl chloroformate in 10 ml of ethyl acetate was added over 30 minutes. After an additional 30 minutes, the reaction mixture was washed with water and brine, concentrated in vacuo, and chromatographed over silica gel using h... Starting materials: SCc1ccccc1, O=C(Cc1cccnc1)N1CCC(=C2c3ccc(Cl)cc3CCc3c(Cl)ccnc32)CC1, [H-], [Na+], CN(C)C=O. Yields the product O=C(Cc1cccnc1)N1CCC(=C2c3ccc(Cl)cc3CCc3c(SCc4ccccc4)ccnc32)CC1. As a reaction SMILES: [CH2:35]([c:36]1[cH:37][cH:38][cH:39][cH:40][cH:41]1)[SH:42].[Cl:1][c:2]1[c:3]2[c:4]([n:5][cH:6][cH:7]1)[C:8](=[C:18]1[CH2:19][CH2:20][N:21]([C:24]([CH2:25][c:26]3[cH:27][n:28][cH:29][cH:30][cH:31]3)=[O:32])[CH2:22][CH2:23]1)[c:9]1[c:10]([cH:13][c:14]([Cl:17])[cH:15][cH:16]1)[CH2:11][CH2:12]2.[H-:33].[Na+:34].[O:43]=[CH:44][N:45]([CH3:46])[CH3:47]>>[c:2]1([S:42][CH2:35][c:36]2[cH:37][cH:38][cH:39][cH:40][cH:41]2)[c:3]2[c:4]([n:5][cH:6][cH:7]1)[C:8](=[C:18]1[CH2:19][CH2:20][N:21]([C:24]([CH2:25][c:26]3[cH:27][n:28][cH:29][cH:30][cH:31]3)=[O:32])[CH2:22][CH2:23]1)[c:9]1[c:10]([cH:13][c:14]([Cl:17])[cH:15][cH:16]1)[CH2:11][CH2:12]2. Reaction SMILES: [Br:42][c:43]1[c:44]2[c:45]([cH:46][n:47][cH:48]1)[nH:49][cH:50][cH:51]2.[Cu:135][I:136].[O:1]1[CH2:2][CH2:3][N:4]([c:7]2[c:8]3[c:9]([n:10][c:11]([Sn:13]([CH2:14][CH2:15][CH2:16][CH3:17])([CH2:18][CH2:19][CH2:20][CH3:21])[CH2:22][CH2:23][CH2:24][CH3:25])[n:12]2)[s:26][c:27]([CH2:29][N:30]2[CH2:31][CH2:32][N:33]([C:36]([C:37](=[O:38])[NH2:39])([CH3:40])[CH3:41])[CH2:34][CH2:35]2)[n:28]3)[CH2:5][CH2:6]1.[O:52]1[CH2:53][CH2:54][O:55][CH2:56][CH2:57]1.[cH:58]1[cH:59][cH:60][c:61]([P:62]([Pd:63]([P:64]([c:65]2[cH:66][cH:67][cH:68][cH:69][cH:70]2)([c:71]2[cH:72][cH:73][cH:74][cH:75][cH:76]2)[c:77]2[cH:78][cH:79][cH:80][cH:81][cH:82]2)([P:83]([c:84]2[cH:85][cH:86][cH:87][cH:88][cH:89]2)([c:90]2[cH:91][cH:92][cH:93][cH:94][cH:95]2)[c:96]2[cH:97][cH:98][cH:99][cH:100][cH:101]2)[P:102]([c:103]2[cH:104][cH:105][cH:106][cH:107][cH:108]2)([c:109]2[cH:110][cH:111][cH:112][cH:113][cH:114]2)[c:115]2[cH:116][cH:117][cH:118][cH:119][cH:120]2)([c:121]2[cH:122][cH:123][cH:124][cH:125][cH:126]2)[c:127]2[cH:128][cH:129][cH:130][cH:131][cH:132]2)[cH:133][cH:134]1>>[O:1]1[CH2:2][CH2:3][N:4]([c:7]2[c:8]3[c:9]([n:10][c:11](-[c:43]4[c:44]5[c:45]([cH:46][n:47][cH:48]4)[nH:49][cH:50][cH:51]5)[n:12]2)[s:26][c:27]([CH2:29][N:30]2[CH2:31][CH2:32][N:33]([C:36]([C:37](=[O:38])[NH2:39])([CH3:40])[CH3:41])[CH2:34][CH2:35]2)[n:28]3)[CH2:5][CH2:6]1. The product is CC(C)(C(N)=O)N1CCN(Cc2nc3c(N4CCOCC4)nc(-c4cncc5[nH]ccc45)nc3s2)CC1. The reactants are Brc1cncc2[nH]ccc12, [Cu]I, CCCC[Sn](CCCC)(CCCC)c1nc(N2CCOCC2)c2nc(CN3CCN(C(C)(C)C(N)=O)CC3)sc2n1, C1COCCO1, c1ccc(P(c2ccccc2)(c2ccccc2)[Pd](P(c2ccccc2)(c2ccccc2)c2ccccc2)(P(c2ccccc2)(c2ccccc2)c2ccccc2)P(c2ccccc2)(c2ccccc2)c2ccccc2)cc1.